From a dataset of the Open Reaction Database (ORD), a public repository of structured organic reaction records. describe an organic reaction: reactants, conditions, products, and yield Reactants: COc1cc(Nc2ncc3c(C)nc(-c4cccc(Br)c4)n3n2)cc(OC)c1OC, O=C([O-])[O-], C1COCCO1, ClCCl, OB(O)c1ccccc1C(F)(F)F, [H][H], [K+], [K+]. Product: COc1cc(Nc2ncc3c(C)nc(-c4cccc(-c5ccccc5C(F)(F)F)c4)n3n2)cc(OC)c1OC. Reaction SMILES: [Br:1][c:2]1[cH:3][c:4](-[c:8]2[n:9][c:10]([CH3:30])[c:11]3[cH:12][n:13][c:14]([NH:17][c:18]4[cH:19][c:20]([O:28][CH3:29])[c:21]([O:26][CH3:27])[c:22]([O:24][CH3:25])[cH:23]4)[n:15][n:16]23)[cH:5][cH:6][cH:7]1.[C:44](=[O:45])([O-:46])[O-:47].[CH2:55]1[O:56][CH2:57][CH2:58][O:59][CH2:60]1.[Cl:52][CH2:53][Cl:54].[F:31][C:32]([c:33]1[c:34]([B:39]([OH:40])[OH:41])[cH:35][cH:36][cH:37][cH:38]1)([F:42])[F:43].[H:50][H:51].[K+:48].[K+:49]>>[c:2]1(-[c:34]2[c:33]([C:32]([F:31])([F:42])[F:43])[cH:38][cH:37][cH:36][cH:35]2)[cH:3][c:4](-[c:8]2[n:9][c:10]([CH3:30])[c:11]3[cH:12][n:13][c:14]([NH:17][c:18]4[cH:19][c:20]([O:28][CH3:29])[c:21]([O:26][CH3:27])[c:22]([O:24][CH3:25])[cH:23]4)[n:15][n:16]23)[cH:5][cH:6][cH:7]1. Reactants: CO, CC(C)(C)CC(C)(C)c1ccc(O)c(C(=O)O)c1, O=S(=O)(O)O. Product: COC(=O)c1cc(C(C)(C)CC(C)(C)C)ccc1O. Reaction SMILES: [CH3:24][OH:25].[OH:1][c:2]1[c:3]([C:4](=[O:5])[OH:6])[cH:7][c:8]([C:11]([CH2:12][C:13]([CH3:14])([CH3:15])[CH3:16])([CH3:17])[CH3:18])[cH:9][cH:10]1.[S:19](=[O:20])(=[O:21])([OH:22])[OH:23]>>[OH:1][c:2]1[c:3]([C:4](=[O:5])[O:6][CH3:24])[cH:7][c:8]([C:11]([CH2:12][C:13]([CH3:14])([CH3:15])[CH3:16])([CH3:17])[CH3:18])[cH:9][cH:10]1. The reactants are CC1(C)CC(c2cccc(Br)c2)Nc2ccc(C(F)(F)F)cc21, CN(C)C=O, [H-], CI, [Na+]. Yields the product CN1c2ccc(C(F)(F)F)cc2C(C)(C)CC1c1cccc(Br)c1. Reaction SMILES: [Br:1][c:2]1[cH:3][c:4]([CH:8]2[NH:9][c:10]3[cH:11][cH:12][c:13]([C:20]([F:21])([F:22])[F:23])[cH:14][c:15]3[C:16]([CH3:18])([CH3:19])[CH2:17]2)[cH:5][cH:6][cH:7]1.[CH3:28][N:29]([CH3:30])[CH:31]=[O:32].[H-:24].[I:26][CH3:27].[Na+:25]>>[Br:1][c:2]1[cH:3][c:4]([CH:8]2[N:9]([CH3:27])[c:10]3[cH:11][cH:12][c:13]([C:20]([F:21])([F:22])[F:23])[cH:14][c:15]3[C:16]([CH3:18])([CH3:19])[CH2:17]2)[cH:5][cH:6][cH:7]1.